From a dataset of the Open Reaction Database (ORD), a public repository of structured organic reaction records. describe an organic reaction: reactants, conditions, products, and yield Run in O1CCCC1 (tetrahydrofuran), CCCCC (pentane). Reaction SMILES: Br[C:2]1[CH:3]=[C:4]([CH3:8])[CH:5]=[CH:6][CH:7]=1.C([Li])(C)(C)C.[P:14](Cl)([O:19][CH2:20][CH3:21])([O:16][CH2:17][CH3:18])=[O:15]>O1CCCC1.CCCCC>[CH3:8][C:4]1[CH:3]=[C:2]([P:14]([O:19][CH2:20][CH3:21])(=[O:15])[O:16][CH2:17][CH3:18])[CH:7]=[CH:6][CH:5]=1. Procedure details: To a solution of 3-bromotoluene (5 g) in tetrahydrofuran at −78° C. was added tert-butyllithium (35 ml of a 1.7 M solution in pentane). The mixture was stirred at −78° C. for 1 hour and diethl chlorophosphate (5.1 ml) was added. After 2 hours the mixture was warmed to 0° C., quenched with aqueous ammonium chloride and partitioned between ethyl acetate and water. The organic phase was dried (MgSO4) and evaporated. Purified by chromatography eluting with 40% ethyl acetate in isohexane. Yield 2.7 g... The reactants are P(=O)(OCC)(OCC)Cl (diethl chlorophosphate), BrC=1C=C(C=CC1)C (3-bromotoluene), C(C)(C)(C)[Li] (tert-butyllithium), solution. Run at temperature -78 celsius, time 1 hour. Yields the product CC=1C=C(C=CC1)P(OCC)(=O)OCC (3-Methylbenzenephosphonic acid, diethyl ester).